Dataset: the Open Reaction Database (ORD), a public repository of structured organic reaction records. Task: describe an organic reaction: reactants, conditions, products, and yield The reactants are Clc1ccc(Cl)nn1, Fc1ccc(OCC2CCC3CNCCN3C2)cc1. Yields the product Fc1ccc(OCC2CCC3CN(c4ccc(Cl)nn4)CCN3C2)cc1. Reaction SMILES: [Cl:1][c:2]1[n:3][n:4][c:5]([Cl:8])[cH:6][cH:7]1.[F:9][c:10]1[cH:11][cH:12][c:13]([O:14][CH2:15][CH:16]2[CH2:17][CH2:18][CH:19]3[N:20]([CH2:21][CH2:22][NH:23][CH2:24]3)[CH2:25]2)[cH:26][cH:27]1>>[Cl:1][c:2]1[n:3][n:4][c:5]([N:23]2[CH2:22][CH2:21][N:20]3[CH:19]([CH2:18][CH2:17][CH:16]([CH2:15][O:14][c:13]4[cH:12][cH:11][c:10]([F:9])[cH:27][cH:26]4)[CH2:25]3)[CH2:24]2)[cH:6][cH:7]1. The reactants are CCN(CC)C(=O)Oc2ccc(c1ccccc1)cc2 (substrate), CC(C)C[Al](C#C[Si](C(C)C)(C(C)C)C(C)C)CC(C)C (effective_coupling_partner). The reagents and catalysts are PCy3. Reaction conditions: temperature 90 celsius, time 24 hour. Yields the product CC(C)[Si](C#Cc2ccc(c1ccccc1)cc2)(C(C)C)C(C)C. Reactants: CC(C)[Mg+], [Cl-], [Cl-], [Cl-], Clc1cccnc1I, CN(C(=O)C(C)(C)c1cc(C(F)(F)F)cc(C(F)(F)F)c1)c1cnc(N2CC(O)CC2CO)cc1I, [Na+], C1CCOC1, [OH-], [Zn+2], c1ccc(P(c2ccccc2)(c2ccccc2)[Pd](P(c2ccccc2)(c2ccccc2)c2ccccc2)(P(c2ccccc2)(c2ccccc2)c2ccccc2)P(c2ccccc2)(c2ccccc2)c2ccccc2)cc1. Product: CN(C(=O)C(C)(C)c1cc(C(F)(F)F)cc(C(F)(F)F)c1)c1cnc(N2CC(O)CC2CO)cc1-c1ncccc1Cl. As a reaction SMILES: [CH:10]([Mg+:11])([CH3:12])[CH3:13].[Cl-:57].[Cl-:59].[Cl-:9].[Cl:1][c:2]1[c:3]([I:8])[n:4][cH:5][cH:6][cH:7]1.[F:14][C:15]([c:16]1[cH:17][c:18]([C:26]([C:27](=[O:28])[N:29]([CH3:30])[c:31]2[cH:32][n:33][c:34]([N:38]3[CH:39]([CH2:44][OH:45])[CH2:40][CH:41]([OH:43])[CH2:42]3)[cH:35][c:36]2[I:37])([CH3:46])[CH3:47])[cH:19][c:20]([C:22]([F:23])([F:24])[F:25])[cH:21]1)([F:48])[F:49].[Na+:51].[O:52]1[CH2:53][CH2:54][CH2:55][CH2:56]1.[OH-:50].[Zn+2:58].[cH:60]1[cH:61][cH:62][c:63]([P:64]([Pd:65]([P:66]([c:67]2[cH:68][cH:69][cH:70][cH:71][cH:72]2)([c:73]2[cH:74][cH:75][cH:76][cH:77][cH:78]2)[c:79]2[cH:80][cH:81][cH:82][cH:83][cH:84]2)([P:85]([c:86]2[cH:87][cH:88][cH:89][cH:90][cH:91]2)([c:92]2[cH:93][cH:94][cH:95][cH:96][cH:97]2)[c:98]2[cH:99][cH:100][cH:101][cH:102][cH:103]2)[P:104]([c:105]2[cH:106][cH:107][cH:108][cH:109][cH:110]2)([c:111]2[cH:112][cH:113][cH:114][cH:115][cH:116]2)[c:117]2[cH:118][cH:119][cH:120][cH:121][cH:122]2)([c:123]2[cH:124][cH:125][cH:126][cH:127][cH:128]2)[c:129]2[cH:130][cH:131][cH:132][cH:133][cH:134]2)[cH:135][cH:136]1>>[Cl:1][c:2]1[c:3](-[c:36]2[c:31]([N:29]([C:27]([C:26]([c:18]3[cH:17][c:16]([C:15]([F:14])([F:48])[F:49])[cH:21][c:20]([C:22]([F:23])([F:24])[F:25])[cH:19]3)([CH3:46])[CH3:47])=[O:28])[CH3:30])[cH:32][n:33][c:34]([N:38]3[CH:39]([CH2:44][OH:45])[CH2:40][CH:41]([OH:43])[CH2:42]3)[cH:35]2)[n:4][cH:5][cH:6][cH:7]1. Reactants: C1(=CC=C(C=C1)S(=O)(=O)[O-])C.[Na+] (sodium p-toluenesulphonate), N (ammonia), Cl (hydrogen chloride), N (ammonia), FC1=CC=C(C=C1)CC#N (4-fluorophenylacetonitrile). Run in C(C)O (ethanol), O (water), C(C)O (ethanol). Reaction conditions: time 3 day. Yields the product C1(=CC=C(C=C1)S(=O)(=O)O)C.FC1=CC=C(C=C1)CC(=N)N (4-fluorophenylacetamidine p-toluenesulphonate). As a reaction SMILES: [F:1][C:2]1[CH:7]=[CH:6][C:5]([CH2:8][C:9]#[N:10])=[CH:4][CH:3]=1.Cl.[NH3:12].[C:13]1([CH3:23])[CH:18]=[CH:17][C:16]([S:19]([O-:22])(=[O:21])=[O:20])=[CH:15][CH:14]=1.[Na+]>C(O)C.O>[C:13]1([CH3:23])[CH:14]=[CH:15][C:16]([S:19]([OH:22])(=[O:20])=[O:21])=[CH:17][CH:18]=1.[F:1][C:2]1[CH:7]=[CH:6][C:5]([CH2:8][C:9]([NH2:12])=[NH:10])=[CH:4][CH:3]=1 |f:3.4,7.8|. Reported procedure: A mixture of 4-fluorophenylacetonitrile (71 g.) and dry ethanol (27.6 g.) was cooled in an ice-bath and dry hydrogen chloride was passed in until a weight increase of 25.5 g. was obtained. The mixture was allowed to stand at room temperature for 3 days and then treated portionwise, with vigorous shaking and occasional cooling, with a saturated solution of ammonia in dry ethanol. Addition was continued until a smell of ammonia persisted. The mixture was allowed to stand at room temperature for 2 ... The reactants are NC(C=1C=C(SC1C)C(=S)OC)=S (methyl 4-(aminothioxomethyl)-5-methylthiothiophene-2-carboxylate), BrCC(=O)C1=CC(=CC(=C1)OC)OC (2-bromo-3′,5′-dimethoxy acetophenone). Product: COC=1C=C(C=C(C1)OC)C=1N=C(SC1)C=1C=C(SC1C)C(=S)OC (methyl 4-[4-(3,5-dimethoxyphenyl)(1,3-thiazol-2-yl)]-5-methylthiothiophene-2-carboxylate). Yield: 27.8%. RXN SMILES: [NH2:1][C:2](=[S:13])[C:3]1[CH:4]=[C:5]([C:9]([O:11][CH3:12])=[S:10])[S:6][C:7]=1[CH3:8].Br[CH2:15][C:16]([C:18]1[CH:23]=[C:22]([O:24][CH3:25])[CH:21]=[C:20]([O:26][CH3:27])[CH:19]=1)=O>>[CH3:27][O:26][C:20]1[CH:19]=[C:18]([C:16]2[N:1]=[C:2]([C:3]3[CH:4]=[C:5]([C:9]([O:11][CH3:12])=[S:10])[S:6][C:7]=3[CH3:8])[S:13][CH:15]=2)[CH:23]=[C:22]([O:24][CH3:25])[CH:21]=1. Procedure details: 100 mg (0.404 mmol) of methyl 4-(aminothioxomethyl)-5-methylthiothiophene-2-carboxylate (Maybridge Chemical Co. LTD., Cornwall, U.K.) was reacted with 2-bromo-3′,5′-dimethoxy acetophenone (0.444 mmol) in a manner similar to Example 22, step (a) to afford 44 mg (27% yield) of methyl 4-[4-(3,5-dimethoxyphenyl)(1,3-thiazol-2-yl)]-5-methylthiothiophene-2-carboxylate. Reactants: CCOc1noc(-c2ncn(C(c3ccccc3)(c3ccccc3)c3ccccc3)n2)c1CBr, CCOC(=O)C(NC(C)=O)C(=O)OCC, CC(C)(C)[O-], CN1CCCC1=O, [K+]. Yields the product CCOC(=O)C(Cc1c(OCC)noc1-c1ncn(C(c2ccccc2)(c2ccccc2)c2ccccc2)n1)(NC(C)=O)C(=O)OCC. As a reaction SMILES: [Br:22][CH2:23][c:24]1[c:25]([O:53][CH2:54][CH3:55])[n:26][o:27][c:28]1-[c:29]1[n:30][n:31]([C:34]([c:35]2[cH:36][cH:37][cH:38][cH:39][cH:40]2)([c:41]2[cH:42][cH:43][cH:44][cH:45][cH:46]2)[c:47]2[cH:48][cH:49][cH:50][cH:51][cH:52]2)[cH:32][n:33]1.[C:1]([CH3:2])(=[O:3])[NH:4][CH:5]([C:6](=[O:7])[O:8][CH2:9][CH3:10])[C:11](=[O:12])[O:13][CH2:14][CH3:15].[CH3:16][C:17]([CH3:18])([O-:19])[CH3:20].[CH3:56][N:57]1[CH2:58][CH2:59][CH2:60][C:61]1=[O:62].[K+:21]>>[C:1]([CH3:2])(=[O:3])[NH:4][C:5]([C:6](=[O:7])[O:8][CH2:9][CH3:10])([C:11](=[O:12])[O:13][CH2:14][CH3:15])[CH2:23][c:24]1[c:25]([O:53][CH2:54][CH3:55])[n:26][o:27][c:28]1-[c:29]1[n:30][n:31]([C:34]([c:35]2[cH:36][cH:37][cH:38][cH:39][cH:40]2)([c:41]2[cH:42][cH:43][cH:44][cH:45][cH:46]2)[c:47]2[cH:48][cH:49][cH:50][cH:51][cH:52]2)[cH:32][n:33]1. Reactants: C(CCC)[Li] (n-butyllithium), FC(C1=CC=C(C=C1)C=1C=C(C=CC1)C(CCCC#N)C)(F)F (5-[3-(4-trifluoromethylphenyl)phenyl]hexanenitrile), C(C)(=O)OCC (ethyl acetate). Solvent: O1CCCC1 (tetrahydrofuran). Run at temperature -78 celsius, time 30 minute. Product: C(#N)C(C(C)=O)CCC(C)C1=CC(=CC=C1)C1=CC=C(C=C1)C(F)(F)F (3-cyano-2-oxo- 6-[3-(4-trifluoromethylphenyl)phenyl]heptane). The yield is 31.3%. RXN SMILES: [F:1][C:2]([F:23])([F:22])[C:3]1[CH:8]=[CH:7][C:6]([C:9]2[CH:10]=[C:11]([CH:15]([CH3:21])[CH2:16][CH2:17][CH2:18][C:19]#[N:20])[CH:12]=[CH:13][CH:14]=2)=[CH:5][CH:4]=1.C([Li])CCC.[C:29](OCC)(=[O:31])[CH3:30]>O1CCCC1>[C:19]([CH:18]([CH2:17][CH2:16][CH:15]([C:11]1[CH:12]=[CH:13][CH:14]=[C:9]([C:6]2[CH:5]=[CH:4][C:3]([C:2]([F:22])([F:23])[F:1])=[CH:8][CH:7]=2)[CH:10]=1)[CH3:21])[C:29](=[O:31])[CH3:30])#[N:20]. Procedure details: Under a nitrogen atmosphere a stirred solution of 2.5 grams (0.008 mole) of 5-[3-(4-trifluoromethylphenyl)phenyl]hexanenitrile in 20 mL of tetrahydrofuran was cooled to about -78° C., and 3.2 mL (0.008 mole) of n-butyllithium (2.5 molar in hexane) was added dropwise. Upon completion of addition, the reaction mixture was stirred at -78° C. for 30 minutes, and then 1.1 grams (0.012 mole) of ethyl acetate was added dropwise. Upon completion of addition, the reaction mixture was allowed to warm to a...